Dataset: the Open Reaction Database (ORD), a public repository of structured organic reaction records. Task: describe an organic reaction: reactants, conditions, products, and yield The reactants are COC(=O)c1cc(C#N)ccc1OC, C1CCOC1, Cl, [Li+], [OH-], O, O. Yields the product COc1ccc(C#N)cc1C(=O)O. RXN SMILES: [C:1](#[N:2])[c:3]1[cH:4][cH:5][c:6]([O:13][CH3:14])[c:7]([C:8](=[O:9])[O:10][CH3:11])[cH:12]1.[CH2:19]1[O:20][CH2:21][CH2:22][CH2:23]1.[ClH:18].[Li+:17].[OH-:16].[OH2:15].[OH2:24]>>[C:1](#[N:2])[c:3]1[cH:4][cH:5][c:6]([O:13][CH3:14])[c:7]([C:8](=[O:9])[OH:10])[cH:12]1. Starting materials: O=C=NC1CC1, CCN(C(C)C)C(C)C, ClCCl, Cl, NCC(=O)c1ccc(Cl)cc1. The product is O=C(NCC(=O)c1ccc(Cl)cc1)NC1CC1. RXN SMILES: [CH:13]1([N:16]=[C:17]=[O:18])[CH2:14][CH2:15]1.[CH:19]([N:20]([CH2:21][CH3:22])[CH:23]([CH3:24])[CH3:25])([CH3:26])[CH3:27].[Cl:28][CH2:29][Cl:30].[ClH:1].[NH2:2][CH2:3][C:4](=[O:5])[c:6]1[cH:7][cH:8][c:9]([Cl:12])[cH:10][cH:11]1>>[NH:2]([CH2:3][C:4](=[O:5])[c:6]1[cH:7][cH:8][c:9]([Cl:12])[cH:10][cH:11]1)[C:17]([NH:16][CH:13]1[CH2:14][CH2:15]1)=[O:18]. Reactants: BrC=1C=C(C(=O)OC)C=C(C1)C(N(C)OC)=O (methyl 3-bromo-5-(methoxy(methyl)carbamoyl)benzoate), C[Mg]Cl (methylmagnesium chloride). Solvent: C1CCOC1 (THF). Conditions: temperature 0 celsius, time 6 hour. Yields the product C(C)(=O)C=1C=C(C(=O)OC)C=C(C1)Br (methyl 3-acetyl-5-bromobenzoate). The yield is 48.6%. Reaction SMILES: [Br:1][C:2]1[CH:3]=[C:4]([CH:9]=[C:10]([C:12](=[O:17])N(OC)C)[CH:11]=1)[C:5]([O:7][CH3:8])=[O:6].[CH3:18][Mg]Cl>C1COCC1>[C:12]([C:10]1[CH:9]=[C:4]([CH:3]=[C:2]([Br:1])[CH:11]=1)[C:5]([O:7][CH3:8])=[O:6])(=[O:17])[CH3:18]. Procedure: The compound methyl 3-bromo-5-(methoxy(methyl)carbamoyl)benzoate (2.3 g, 7.6 mmol) was dissolved in dry THF (50 mL), solution was cooled to 0° C. and methylmagnesium chloride (3M in THF, 2.5 mL, 7.6 mmol)) was added dropwise. The reaction mixture was slowly allowed to come to room temperature and stirred further for 6 h. The reaction mixture was cooled to 0° C. and quenched with saturated NH4Cl solution. The product was extracted with EtOAc. The organic layer was washed with water and brine and ... Starting materials: C(C)(C)(C)OC(=O)NC1(CC1)C=1NC(=CC1C(=O)OCC)C1=C2N=C(C(=NC2=CC=C1)C)NCC(F)(F)F (ethyl 2-(1-((tert-butoxycarbonyl)amino)cyclopropyl)-5-(2-methyl-3-((2,2,2-trifluoroethyl)amino)quinoxalin-5-yl)-1H-pyrrole-3-carboxylate), LiOH monohydrate, Cl (HCl). The solvent is O1CCOCC1 (dioxane), O (water), O1CCOCC1 (1,4-dioxane). Reaction conditions: temperature 110 celsius, time 30 minute. The product is Cl.NC1(CC1)C=1NC(=CC1C(=O)O)C1=C2N=C(C(=NC2=CC=C1)C)NCC(F)(F)F (2-(1-aminocyclopropyl)-5-(2-methyl-3-((2,2,2-trifluoroethyl)amino)quinoxalin-5-yl)-1H-pyrrole-3-carboxylic acid hydrochloride). RXN SMILES: C(OC([NH:8][C:9]1([C:12]2[NH:13][C:14]([C:22]3[CH:31]=[CH:30][CH:29]=[C:28]4[C:23]=3[N:24]=[C:25]([NH:33][CH2:34][C:35]([F:38])([F:37])[F:36])[C:26]([CH3:32])=[N:27]4)=[CH:15][C:16]=2[C:17]([O:19]CC)=[O:18])[CH2:11][CH2:10]1)=O)(C)(C)C.[ClH:39]>O1CCOCC1.O>[ClH:39].[NH2:8][C:9]1([C:12]2[NH:13][C:14]([C:22]3[CH:31]=[CH:30][CH:29]=[C:28]4[C:23]=3[N:24]=[C:25]([NH:33][CH2:34][C:35]([F:36])([F:38])[F:37])[C:26]([CH3:32])=[N:27]4)=[CH:15][C:16]=2[C:17]([OH:19])=[O:18])[CH2:10][CH2:11]1 |f:4.5|. Procedure details: A mixture of ethyl 2-(1-((tert-butoxycarbonyl)amino)cyclopropyl)-5-(2-methyl-3-((2,2,2-trifluoroethyl)amino)quinoxalin-5-yl)-1H-pyrrole-3-carboxylate (381a, 970 mg, 1.81 mmol) and LiOH monohydrate (381 mg, 9.09 mmol) in dioxane (8.0 mL) and water (4.00 mL) was heated at 110° C. for 5 h. It was concentrated to dryness and the remaining solid was treated with 4.0 M HCl solution in 1,4-dioxane (11.36 mL, 45.5 mmol) at RT and stirred for 30 min. The reaction mixture was concentrated to give 2-(1-ami... Run in Cl (HCl), Cl (HCl). RXN SMILES: C([N:3]([CH2:7][P:8](=[O:11])([OH:10])[OH:9])[CH2:4][CH2:5][OH:6])C.[OH2:12]>Cl>[P:8]([CH2:7][NH:3][CH2:4][C:5]([OH:6])=[O:12])([OH:9])([OH:10])=[O:11]. Isolated yield 20.0%. Starting materials: C(C)N(CCO)CP(O)(O)=O (N-ethyl-N-(2-hydroxyethyl)-aminomethylphosphonic acid), O (water). Procedure details: To a 100 ml Monel autoclave were charged 2.08 g (11.4 mmol) of N-ethyl-N-(2-hydroxyethyl)-aminomethylphosphonic acid and 3.63 g (91 mmol) of dry, powdered NaOH. The two powders were intimately mixed. To this mixture 1 ml of water was added and mixed until the dampness was evenly distributed through the mass. The reaction vessel was then flushed with N2, sealed and heated to 315° C. for two and a half hours. When the vessel had reached 315° C. an internal pressure of 2.2×106N/M2 had been establis... Product: P(=O)(O)(O)CNCC(=O)O (N-phosphonomethylglycine). Reaction conditions: temperature 315 celsius. The reactants are ClCC(C(C)O[Si](C)(C)C(C)(C)C)(O)C1=C(C=C(C=C1)F)F (1-chloro-2-(2,4-difluorophenyl)-3-(tert-butyldimethylsilyloxy)butan-2-ol), Cl (hydrochloric acid), C(C)(=O)OCC (ethyl acetate), O (water). The solvent is CO (methanol), C(C)#N (acetonitrile). Conditions: time 18 hour. The product is ClCC(C(C)O)(O)C1=C(C=C(C=C1)F)F (1-Chloro-2-(2,4-difluorophenyl)butane-2,3-diol). The yield is 77.0%. As a reaction SMILES: [Cl:1][CH2:2][C:3]([C:15]1[CH:20]=[CH:19][C:18]([F:21])=[CH:17][C:16]=1[F:22])([OH:14])[CH:4]([O:6][Si](C(C)(C)C)(C)C)[CH3:5].Cl.O.C(OCC)(=O)C>CO.C(#N)C>[Cl:1][CH2:2][C:3]([C:15]1[CH:20]=[CH:19][C:18]([F:21])=[CH:17][C:16]=1[F:22])([OH:14])[CH:4]([OH:6])[CH3:5]. Reported procedure: To a solution of 0.45 g (1.28 mmol) of 1-chloro-2-(2,4-difluorophenyl)-3-(tert-butyldimethylsilyloxy)butan-2-ol ((2S,3R)/(2R,3R)=91/9)) in 5 mL of methanol was added 0.25 mL of concentrated hydrochloric acid at room temperature. After the completion of the dropwise addition, stirring was performed at room temperature for 18 hours. Then, 10 mL of water was added to stop the reaction, and extraction was performed with 20 mL of ethyl acetate. The resulting organic layer was dried over anhydrous sod... Starting materials: O=C(Cl)c1cc([N+](=O)[O-])ccc1F, COc1ccc(O)c(N)c1. Reaction SMILES: [F:11][c:12]1[c:13]([C:14](=[O:15])[Cl:16])[cH:17][c:18]([N+:21](=[O:22])[O-:23])[cH:19][cH:20]1.[NH2:1][c:2]1[c:3]([OH:10])[cH:4][cH:5][c:6]([O:8][CH3:9])[cH:7]1>>[NH:1]([c:2]1[c:3]([OH:10])[cH:4][cH:5][c:6]([O:8][CH3:9])[cH:7]1)[C:14]([c:13]1[c:12]([F:11])[cH:20][cH:19][c:18]([N+:21](=[O:22])[O-:23])[cH:17]1)=[O:15]. The product is COc1ccc(O)c(NC(=O)c2cc([N+](=O)[O-])ccc2F)c1.